From a dataset of the Open Reaction Database (ORD), a public repository of structured organic reaction records. describe an organic reaction: reactants, conditions, products, and yield Reactants: ClC1=C(C=C(C=C1)Cl)C(F)(F)F (2,5-dichlorobenzotrifluoride), C(C)(=O)C1=C(C=CC=C1)OC1=CC=C(C=C1)Cl (1-acetyl-(4-chlorophenoxy)-benzene), ClC1=CC=C(C=C1)Cl (1,4-dichlorobenzene), C(C)(=O)C1=C(C=CC=C1)OC1=C(C=C(C=C1)Cl)C(F)(F)F (1-acetyl-(2-trifluoromethyl-4-chlorophenoxy)-benzene). The product is C(C)(=O)C1=C(C=CC=C1)OC1=C(C=C(C=C1)C(F)(F)F)Cl (1-Acetyl-(2-Chloro-4-Trifluoromethylphenoxy)-Benzene). As a reaction SMILES: Cl[C:2]1[CH:7]=[CH:6][C:5]([Cl:8])=[CH:4][C:3]=1[C:9]([F:12])([F:11])[F:10].ClC1C=CC(Cl)=CC=1.[C:21]([C:24]1[CH:29]=[CH:28][CH:27]=[CH:26][C:25]=1[O:30]C1C=CC(Cl)=CC=1C(F)(F)F)(=[O:23])[CH3:22].C(C1C=CC=CC=1OC1C=CC(Cl)=CC=1)(=O)C>>[C:21]([C:24]1[CH:29]=[CH:28][CH:27]=[CH:26][C:25]=1[O:30][C:6]1[CH:7]=[CH:2][C:3]([C:9]([F:12])([F:11])[F:10])=[CH:4][C:5]=1[Cl:8])(=[O:23])[CH3:22]. Procedure: Similarly, by following the same procedure but respectively replacing 3,4-dichlorobenzotrifluoride with 2,5-dichlorobenzotrifluoride and 1,4-dichlorobenzene the compounds 1-acetyl-(2-trifluoromethyl-4-chlorophenoxy)-benzene and 1-acetyl-(4-chlorophenoxy)-benzene are respectively prepared. Reactants: [Cl-].[NH4+] (ammonium chloride), N (ammonia), Cl.C(C)(=O)NC=1SC=C(N1)CCC1=CC=C(C=C1)CC(OC)=N (Methyl 2-(4-{2-[2-(acetylamino)-1,3-thiazol-4-yl]ethyl}phenyl)ethanimidoate hydrochloride). The solvent is CO (methanol), CCO (EtOH). Product: Cl.NC(CC1=CC=C(C=C1)CCC=1N=C(SC1)NC(C)=O)=N (N-(4-{2-[4-(2-amino-2-iminoethyl)phenyl]ethyl}-1,3-thiazol-2-yl)acetamide hydrochloride). Yield: 58.9%. Reaction SMILES: [ClH:1].[C:2]([NH:5][C:6]1[S:7][CH:8]=[C:9]([CH2:11][CH2:12][C:13]2[CH:18]=[CH:17][C:16]([CH2:19][C:20](=[NH:23])OC)=[CH:15][CH:14]=2)[N:10]=1)(=[O:4])[CH3:3].[Cl-].[NH4+:25].N>CCO.CO>[ClH:1].[NH2:25][C:20](=[NH:23])[CH2:19][C:16]1[CH:17]=[CH:18][C:13]([CH2:12][CH2:11][C:9]2[N:10]=[C:6]([NH:5][C:2](=[O:4])[CH3:3])[S:7][CH:8]=2)=[CH:14][CH:15]=1 |f:0.1,2.3,7.8|. Reported procedure: Methyl 2-(4-{2-[2-(acetylamino)-1,3-thiazol-4-yl]ethyl}phenyl)ethanimidoate hydrochloride (600 mg) was dissolved in EtOH (12 ml). Then ammonium chloride (136 mg) and ammonia in methanol (2 ml) were added to the solution. The reaction mixture was refluxed for 4 hours under N2 atmosphere. After cooled to r.t., the suspension was filtered in vacuo. The filtrate was concentrated in vacuo, and the residue was solidified with EtOH/diethyl ether to give N-(4-{2-[4-(2-amino-2-iminoethyl)phenyl]ethyl}-1,... The reactants are FC1=C(C=CC=C1OC)CO ((2-fluoro-3-methoxyphenyl)methanol), C(Cl)(Cl)(Cl)Cl (CCl4), O (water). Conditions: temperature 90 celsius, time 1 hour. Product: ClCC1=C(C(=CC=C1)OC)F (1-(Chloromethyl)-2-fluoro-3-methoxybenzene). As a reaction SMILES: [F:1][C:2]1[C:7]([O:8][CH3:9])=[CH:6][CH:5]=[CH:4][C:3]=1[CH2:10]O.O.C(Cl)(Cl)(Cl)[Cl:14]>>[Cl:14][CH2:10][C:3]1[CH:4]=[CH:5][CH:6]=[C:7]([O:8][CH3:9])[C:2]=1[F:1]. Procedure: To a solution of (2-fluoro-3-methoxyphenyl)methanol (13 g, 83.2 mmol) in CCl4 (75 mL), PClS (26 g, 128.7 mmol) was added. The resulting mixture was heated at 90° C. for 30 min and then stirred at room temperature for 1 h. The mixture was poured into water (160 mL) and extracted with dichloromethane (2×150 mL). The combined organic layers were washed with brine (200 mL), dried (Na2SO4), and concentrated in vacuo. The residue was purified by silica gel column chromatography (1:15 EtOAc/petroleum e... Reactants: ClCCN(C)C (1-chloro-2-dimethylaminoethane), C([O-])([O-])=O.[K+].[K+] (potassium carbonate), [I-].[Na+] (sodiumiodide), [I-].[Na+] (sodium iodide), ClCCN(C)C (1-chloro-2-dimethylaminoethane), C([O-])([O-])=O.[K+].[K+] (potassium carbonate), [N+](=O)([O-])C1=CC=C(C=C1)NS(=O)(=O)C (N-(4-nitro-phenyl)-methanesulphonic acid amide). Run in O (water), CC(=O)C (acetone). Yields the product CN(CCN(S(=O)(=O)C)C1=CC=C(C=C1)[N+](=O)[O-])C (N-(2-dimethylamino-ethyl)-N-(4-nitro-phenyl)-methanesulphonic acid amide). Reaction SMILES: [N+:1]([C:4]1[CH:9]=[CH:8][C:7]([NH:10][S:11]([CH3:14])(=[O:13])=[O:12])=[CH:6][CH:5]=1)([O-:3])=[O:2].Cl[CH2:16][CH2:17][N:18]([CH3:20])[CH3:19].C(=O)([O-])[O-].[K+].[K+].[I-].[Na+]>CC(C)=O.O>[CH3:19][N:18]([CH3:20])[CH2:17][CH2:16][N:10]([C:7]1[CH:6]=[CH:5][C:4]([N+:1]([O-:3])=[O:2])=[CH:9][CH:8]=1)[S:11]([CH3:14])(=[O:13])=[O:12] |f:2.3.4,5.6|. Procedure: 36.00 g (0.166 mol) of N-(4-nitro-phenyl)-methanesulphonic acid amide was dissolved in 2000 mL acetone. The solution was combined with 47.8 g (0.332 mol) of 1-chloro-2-dimethylaminoethane * HCl, 68.8 g (0.498 mol) of potassium carbonate, 5.0 g (0.033 mol) of sodium iodide and 50 mL water. It was refluxed for 16 hours with stirring. After the addition of another 23.9 g (0.166 mol) of 1-chloro-2-dimethylaminoethane * HCl, 45.9 g (0.332 mol) of potassium carbonate and 5.0 g (0.033 mol) of sodiumiod...